Dataset: the Open Reaction Database (ORD), a public repository of structured organic reaction records. Task: describe an organic reaction: reactants, conditions, products, and yield The reactants are [Cl-].COC1=C(CN2C(C(=C(C3=CC(=CC=C23)OC)C2=CC(=CC=C2)F)[N+]2=CC=CC=C2)=O)C=CC(=C1)OC (1-[1-(2,4-dimethoxybenzyl)-4-(3-fluorophenyl)-6-methoxy-2-oxo-1,2-dihydroquinolin-3-yl]pyridinium chloride), NN (hydrazine). Solvent: C(C)O (ethanol). Conditions: time 1 hour. The product is NC=1C(N(C2=CC=C(C=C2C1C1=CC(=CC=C1)F)OC)CC1=C(C=C(C=C1)OC)OC)=O (3-Amino-1-(2,4-dimethoxybenzyl)-4-(3-fluorophenyl)-6-methoxyquinolin-2-(1H)-one). Reaction SMILES: [Cl-].[CH3:2][O:3][C:4]1[CH:36]=[C:35]([O:37][CH3:38])[CH:34]=[CH:33][C:5]=1[CH2:6][N:7]1[C:16]2[C:11](=[CH:12][C:13]([O:17][CH3:18])=[CH:14][CH:15]=2)[C:10]([C:19]2[CH:24]=[CH:23][CH:22]=[C:21]([F:25])[CH:20]=2)=[C:9]([N+:26]2C=CC=CC=2)[C:8]1=[O:32].NN>C(O)C>[NH2:26][C:9]1[C:8](=[O:32])[N:7]([CH2:6][C:5]2[CH:33]=[CH:34][C:35]([O:37][CH3:38])=[CH:36][C:4]=2[O:3][CH3:2])[C:16]2[C:11]([C:10]=1[C:19]1[CH:24]=[CH:23][CH:22]=[C:21]([F:25])[CH:20]=1)=[CH:12][C:13]([O:17][CH3:18])=[CH:14][CH:15]=2 |f:0.1|. Procedure: A solution of 1-[1-(2,4-dimethoxybenzyl)-4-(3-fluorophenyl)-6-methoxy-2-oxo-1,2-dihydroquinolin-3-yl]pyridinium chloride (225 mg, 0.422 mmol) and hydrazine (0.133 mL, 4.22 mmol) in 3 mL of ethanol was heated to reflux. After one hour, the reaction was cooled to room temperature. The reaction was partitioned between EtOAc and saturated NaHCO3 solution, and the organic layer dried over Na2SO4, filtered, and concentrated in vacuo. The crude residue was purified by flash chromatography through SiO2 ...